Dataset: the Open Reaction Database (ORD), a public repository of structured organic reaction records. Task: describe an organic reaction: reactants, conditions, products, and yield Reactants: C(C1=CC=CC=C1)=O (benzaldehyde), C(=O)(OC(C)(C)C)N1CCCC1 (N-Boc-pyrrolidine), CN(CCN(C)C)C (N,N,N′,N′-Tetramethylethylenediamine), C(C)(CC)[Li] (sec-butyl lithium), reaction mixture. Run in C(C)OCC (diethyl ether). Conditions: temperature -78 celsius, time 2 hour. Product: C(=O)(OC(C)(C)C)N1C(CCC1)C(C1=CC=CC=C1)O (N-Boc-2-(hydroxy(phenyl)methyl)-pyrrolidine). Reaction SMILES: [C:1]([N:8]1[CH2:12][CH2:11][CH2:10][CH2:9]1)([O:3][C:4]([CH3:7])([CH3:6])[CH3:5])=[O:2].CN(C)CCN(C)C.C([Li])(CC)C.[CH:26](=[O:33])[C:27]1[CH:32]=[CH:31][CH:30]=[CH:29][CH:28]=1>C(OCC)C>[C:1]([N:8]1[CH2:9][CH2:10][CH2:11][CH:12]1[CH:26]([OH:33])[C:27]1[CH:32]=[CH:31][CH:30]=[CH:29][CH:28]=1)([O:3][C:4]([CH3:7])([CH3:6])[CH3:5])=[O:2]. Procedure details: N-Boc-pyrrolidine (5.0 g) is dissolved in diethyl ether (60 mL) and the solution is cooled to −78° C. N,N,N′,N′-Tetramethylethylenediamine (TMEDA) (4.4 mL) is added to the mixture followed by sec-butyl lithium (27.0 mL, 1.3 M in cyclohexane) maintaining the temperature below 60° C. After 2 h, benzaldehyde (3.6 mL) is added and the mixture is stirred at −70° C. for an additional 30 mL The reaction mixture is allowed to warm to room temperature and is then quenched with water and poured into EtOAc... Reactants: CC(C)O (propan-2-ol), C(C(=O)Cl)(=O)Cl (oxalyl dichloride), Cl (HCl). Conditions: time 2.5 hour. Product: ClC(C(=O)OC(C)C)=O (isopropyl 2-chloro-2-oxoacetate). Yield: 70.0%. Reaction SMILES: [CH3:1][CH:2]([OH:4])[CH3:3].[C:5](Cl)(=[O:9])[C:6]([Cl:8])=[O:7].Cl>>[Cl:8][C:6](=[O:7])[C:5]([O:4][CH:2]([CH3:3])[CH3:1])=[O:9]. Procedure: The propan-2-ol (38.2 mL, 499 mmol) was added drop wise over 15 min to a cold (0° C.), nitrogen purged solution of oxalyl dichloride (101 g, 799 mmol) and the reaction was stirred at room temperature for 2.5 h. Then a reflux condenser was fitted and a slight vacuum was applied for about 1 h until HCl gas was removed (the HCl was trapped in by a sat'd solution of NaHCO3). The reflux condenser was removed and the flask was fitted with a short path distillation head. Excess reagent was removed by d... The reactants are COS(=O)(=O)OC, CN(C)C=O, C#CCN1C(=O)COc2cc(F)c(-n3c(=O)cc(C(F)(F)F)[nH]c3=O)cc21, [H-], [Na+]. Product: C#CCN1C(=O)COc2cc(F)c(-n3c(=O)cc(C(F)(F)F)n(C)c3=O)cc21. RXN SMILES: [CH3:30][O:31][S:32](=[O:33])(=[O:34])[O:35][CH3:36].[CH3:37][N:38]([CH3:39])[CH:40]=[O:41].[F:1][c:2]1[cH:3][c:4]2[c:5]([cH:14][c:15]1-[n:16]1[c:17](=[O:27])[nH:18][c:19]([C:23]([F:24])([F:25])[F:26])[cH:20][c:21]1=[O:22])[N:6]([CH2:11][C:12]#[CH:13])[C:7](=[O:10])[CH2:8][O:9]2.[H-:28].[Na+:29]>>[F:1][c:2]1[cH:3][c:4]2[c:5]([cH:14][c:15]1-[n:16]1[c:17](=[O:27])[n:18]([CH3:30])[c:19]([C:23]([F:24])([F:25])[F:26])[cH:20][c:21]1=[O:22])[N:6]([CH2:11][C:12]#[CH:13])[C:7](=[O:10])[CH2:8][O:9]2. The reactants are ClC1=CC=C2C(=CNC2=C1)C(=O)N1CCC2(CC1)OC(C1=C2C=CC=C1)=O (1′-[(6-chloro-1H-indol-3-yl)carbonyl]-3H-spiro[2-benzofuran-1,4′-piperidin]-3-one), FC=1C=C(C=C(C1)F)B(O)O (3,5-difluorophenylboronic acid). Product: ClC1=CC=C2C(=CN(C2=C1)C1=CC(=CC(=C1)F)F)C(=O)N1CCC2(CC1)OC(C1=C2C=CC=C1)=O (1′-{[6-Chloro-1-(3,5-difluorophenyl)-1H-indol-3-yl]carbonyl}-3H-spiro[2-benzofuran-1,4′-piperidin]-3-one). Reaction SMILES: [Cl:1][C:2]1[CH:10]=[C:9]2[C:5]([C:6]([C:11]([N:13]3[CH2:18][CH2:17][C:16]4([C:22]5[CH:23]=[CH:24][CH:25]=[CH:26][C:21]=5[C:20](=[O:27])[O:19]4)[CH2:15][CH2:14]3)=[O:12])=[CH:7][NH:8]2)=[CH:4][CH:3]=1.[F:28][C:29]1[CH:30]=[C:31](B(O)O)[CH:32]=[C:33]([F:35])[CH:34]=1>>[Cl:1][C:2]1[CH:10]=[C:9]2[C:5]([C:6]([C:11]([N:13]3[CH2:18][CH2:17][C:16]4([C:22]5[CH:23]=[CH:24][CH:25]=[CH:26][C:21]=5[C:20](=[O:27])[O:19]4)[CH2:15][CH2:14]3)=[O:12])=[CH:7][N:8]2[C:31]2[CH:30]=[C:29]([F:28])[CH:34]=[C:33]([F:35])[CH:32]=2)=[CH:4][CH:3]=1. Reported procedure: Following the general procedure VI as described above, the arylation of 1′-[(6-chloro-1H-indol-3-yl)carbonyl]-3H-spiro[2-benzofuran-1,4′-piperidin]-3-one (prepared according to example 16) with commercially available 3,5-difluorophenylboronic acid gave the title compound. ES-MS m/e (%): 493.1 (M+H+). The reactants are BrC1=CC=CC=2C(C3=NC(=CN3CCC21)I)OC2CCN(CC2)C (8-bromo-2-iodo-4-(1-methylpiperidin-4-yloxy)-9,10-dihydro-4H-3,10a-diaza-benzo[f]azulene), solution, C(=O)([O-])[O-].[K+].[K+] (K2CO3), C1(=CC=CC=C1)B(O)O (benzeneboronic acid), N (ammonia). The reagents and catalysts are C1=CC=C(C=C1)P([C-]2C=CC=C2)C3=CC=CC=C3.C1=CC=C(C=C1)P([C-]2C=CC=C2)C3=CC=CC=C3.Cl[Pd]Cl.[Fe+2] (PdCl2(dppf)2). The solvent is O (Water), C1CCOC1 (THF). Reaction conditions: temperature 100 celsius. Yields the product [NH4+].[OH-] (NH4OH), CN1CCC(CC1)OC1C2=NC(=CN2CCC2=C1C=CC=C2C2=CC=CC=C2)C2=CC=CC=C2 (4-(1-methylpiperidin-4-yloxy)-2,8-diphenyl-9,10-dihydro-4H-3,10a-diaza-benzo[f]azulene). RXN SMILES: Br[C:2]1[C:15]2[CH2:14][CH2:13][N:12]3[C:8](=[N:9][C:10](I)=[CH:11]3)[CH:7]([O:17][CH:18]3[CH2:23][CH2:22][N:21]([CH3:24])[CH2:20][CH2:19]3)[C:6]=2[CH:5]=[CH:4][CH:3]=1.C([O-])([O-])=O.[K+].[K+].[C:31]1(B(O)O)[CH:36]=[CH:35][CH:34]=[CH:33][CH:32]=1.N>C1COCC1.C1C=CC(P(C2C=CC=CC=2)[C-]2C=CC=C2)=CC=1.C1C=CC(P(C2C=CC=CC=2)[C-]2C=CC=C2)=CC=1.Cl[Pd]Cl.[Fe+2].O>[NH4+:9].[OH-:17].[CH3:24][N:21]1[CH2:20][CH2:19][CH:18]([O:17][CH:7]2[C:6]3[CH:5]=[CH:4][CH:3]=[C:2]([C:31]4[CH:36]=[CH:35][CH:34]=[CH:33][CH:32]=4)[C:15]=3[CH2:14][CH2:13][N:12]3[C:8]2=[N:9][C:10]([C:2]2[CH:15]=[CH:6][CH:5]=[CH:4][CH:3]=2)=[CH:11]3)[CH2:23][CH2:22]1 |f:1.2.3,7.8.9.10,12.13|. Reported procedure: To a solution of 8-bromo-2-iodo-4-(1-methylpiperidin-4-yloxy)-9,10-dihydro-4H-3,10a-diaza-benzo[f]azulene (example 79A) (82 mg, 0.163 mmole) in THF (2 mL) in a screw-capped vial under argon are added 1M solution of K2CO3 (0.8 ml, 0.4 mmole), PdCl2(dppf)2 (8.2 mg) and benzeneboronic acid (26 mg, 0.21 mmole). The reaction mixture is heated at 100° C. overnight. Water is added to the reaction mixture and pH adjusted to 9-10 by adding concentrated ammonia solution. The aqueous phase is extracted thr...